Dataset: the Open Reaction Database (ORD), a public repository of structured organic reaction records. Task: describe an organic reaction: reactants, conditions, products, and yield Starting materials: COC(C)(C)C1C(=O)N2C(C(=O)OCc3ccc([N+](=O)[O-])cc3)=C(Sc3ccncc3)CC12, CCO, [K+], [K+], C1COCCO1, O, O=P([O-])([O-])O, O=[Pt]=O. The product is COC(C)(C)C1C(=O)N2C(C(=O)[O-])=C(Sc3ccncc3)CC12, [K+]. As a reaction SMILES: [CH3:1][O:2][C:3]([CH3:4])([CH3:5])[CH:6]1[CH:7]2[CH2:8][C:9]([S:27][c:28]3[cH:29][cH:30][n:31][cH:32][cH:33]3)=[C:10]([C:14](=[O:15])[O:16][CH2:17][c:18]3[cH:19][cH:20][c:21]([N+:22]([O-:23])=[O:24])[cH:25][cH:26]3)[N:11]2[C:12]1=[O:13].[CH3:42][CH2:43][OH:44].[K+:39].[K+:40].[O:45]1[CH2:46][CH2:47][O:48][CH2:49][CH2:50]1.[OH2:41].[P:34]([O-:35])([O-:36])([OH:37])=[O:38].[Pt:51](=[O:52])=[O:53]>>[CH3:1][O:2][C:3]([CH3:4])([CH3:5])[CH:6]1[CH:7]2[CH2:8][C:9]([S:27][c:28]3[cH:29][cH:30][n:31][cH:32][cH:33]3)=[C:10]([C:14](=[O:15])[O-:16])[N:11]2[C:12]1=[O:13].[K+:39]. Reported procedure: 100 g 4-(3-Bromo-propyl)-benzoic acid (JACS 65, 2281 (1943)), 400 ml of toluene and 80 ml of thionyl chloride were refluxed for 4 hours. The solvent and the thionyl chloride in excess were removed under reduced pressure and after addition of 400 ml of absolute ethanol to the residue the mixture was heated for 1 hour to the boiling point. It was evaporated under reduced pressure, the residue was taken up in benzene and washed neutral with a saturated NaHCO3 -solution. The organic phase was distil... Product: C(C)OC(C1=CC=C(C=C1)CCCBr)=O (4-(3-Bromo-propyl)-benzoic acid ethyl ester). As a reaction SMILES: [Br:1][CH2:2][CH2:3][CH2:4][C:5]1[CH:13]=[CH:12][C:8]([C:9]([OH:11])=[O:10])=[CH:7][CH:6]=1.S(Cl)(Cl)=O.[C:18]1(C)C=CC=C[CH:19]=1>>[CH2:18]([O:10][C:9](=[O:11])[C:8]1[CH:12]=[CH:13][C:5]([CH2:4][CH2:3][CH2:2][Br:1])=[CH:6][CH:7]=1)[CH3:19]. The reactants are BrCCCC1=CC=C(C(=O)O)C=C1 (4-(3-Bromo-propyl)-benzoic acid), S(=O)(Cl)Cl (thionyl chloride), C1(=CC=CC=C1)C (toluene).